From a dataset of the Open Reaction Database (ORD), a public repository of structured organic reaction records. describe an organic reaction: reactants, conditions, products, and yield The reactants are [N+](#[C-])C(C)(C)C (2-isocyano-2-methylpropane), ClC=1C=CC(=NC1)N (5-chloropyridin-2-amine), C(=O)C=1C=C(C#N)C=CC1 (3-formylbenzonitrile), O.C1(=CC=C(C=C1)S(=O)(=O)O)C (p-toluenesulfonic acid monohydrate). Solvent: CO (MeOH). Run at time 10 minute. Product: C(C)(C)(C)NC1=C(N=C2N1C=C(C=C2)Cl)C=2C=C(C#N)C=CC2 (3-(3-tert-Butylamino-6-chloro-imidazo[1,2-a]pyridin-2-yl)-benzonitrile). Isolated yield 69.3%. Reaction SMILES: [Cl:1][C:2]1[CH:3]=[CH:4][C:5]([NH2:8])=[N:6][CH:7]=1.[CH:9]([C:11]1[CH:12]=[C:13]([CH:16]=[CH:17][CH:18]=1)[C:14]#[N:15])=O.O.C1(C)C=CC(S(O)(=O)=O)=CC=1.[N+:31]([C:33]([CH3:36])([CH3:35])[CH3:34])#[C-:32]>CO>[C:33]([NH:31][C:32]1[N:6]2[CH:7]=[C:2]([Cl:1])[CH:3]=[CH:4][C:5]2=[N:8][C:9]=1[C:11]1[CH:12]=[C:13]([CH:16]=[CH:17][CH:18]=1)[C:14]#[N:15])([CH3:36])([CH3:35])[CH3:34] |f:2.3|. Procedure details: 5-chloropyridin-2-amine (200 mg, 1.56 mmol, Eq: 1.00), 3-formylbenzonitrile (214 mg, 1.63 mmol, Eq: 1.05) and p-toluenesulfonic acid monohydrate (88.8 mg, 467 μmol, Eq: 0.3) were dissolved in MeOH (2.00 mL) and the intensive yellow solution was stirred for 10 min. To this yellow solution was added dropwise 2-isocyano-2-methylpropane (129 mg, 177 μL, 1.56 mmol, Eq: 1.00) and the corresponding yellow solution was stirred for 80 min whereupon a white precipitate was formed. The precipitate was filt...